Dataset: the Open Reaction Database (ORD), a public repository of structured organic reaction records. Task: describe an organic reaction: reactants, conditions, products, and yield Reactants: COC(=O)CN(CC=O)C(=O)OC(C)(C)C, CC(=O)O, CC1(C)CCCC(N)C1, CO, CCN(C(C)C)C(C)C, Cl. Yields the product CC1(C)CCCC(N2CCN(C(=O)OC(C)(C)C)CC2=O)C1. As a reaction SMILES: [C:1]([CH3:2])([CH3:3])([CH3:4])[O:5][C:6](=[O:7])[N:8]([CH2:9][C:10]([O:11][CH3:12])=[O:13])[CH2:14][CH:15]=[O:16].[C:36]([OH:37])(=[O:38])[CH3:39].[CH3:18][C:19]1([CH3:26])[CH2:20][CH:21]([NH2:25])[CH2:22][CH2:23][CH2:24]1.[CH3:40][OH:41].[CH:27]([N:28]([CH2:29][CH3:30])[CH:31]([CH3:32])[CH3:33])([CH3:34])[CH3:35].[ClH:17]>>[C:1]([CH3:2])([CH3:3])([CH3:4])[O:5][C:6](=[O:7])[N:8]1[CH2:9][CH2:10][N:25]([CH:21]2[CH2:20][C:19]([CH3:18])([CH3:26])[CH2:24][CH2:23][CH2:22]2)[C:15](=[O:16])[CH2:14]1. The reactants are CN(C)C(=[N+](C)C)ON1C2=C(C=CC=C2)N=N1.[B-](F)(F)(F)F (TBTU), C(C1=CC=CC=C1)N (benzylamine), TEA, NC1=CC(=NC(=C1C#N)OCC)C(=O)O (4-amino-5-cyano-6-ethoxy-pyridine-2-carboxylic acid). Run in CC(=O)N(C)C (DMA), CC(=O)N(C)C (DMA), CC(=O)N(C)C (DMA), CC(=O)N(C)C (DMA). Reaction conditions: time 24 hour. The product is NC1=CC(=NC(=C1C#N)OCC)C(=O)NCC1=CC=CC=C1 (4-amino-N-benzyl-5-cyano-6-ethoxypyridine-2-carboxamide). As a reaction SMILES: [NH2:1][C:2]1[C:7]([C:8]#[N:9])=[C:6]([O:10][CH2:11][CH3:12])[N:5]=[C:4]([C:13]([OH:15])=O)[CH:3]=1.CN(C(ON1N=NC2C=CC=CC1=2)=[N+](C)C)C.[B-](F)(F)(F)F.[CH2:38]([NH2:45])[C:39]1[CH:44]=[CH:43][CH:42]=[CH:41][CH:40]=1>CC(N(C)C)=O>[NH2:1][C:2]1[C:7]([C:8]#[N:9])=[C:6]([O:10][CH2:11][CH3:12])[N:5]=[C:4]([C:13]([NH:45][CH2:38][C:39]2[CH:44]=[CH:43][CH:42]=[CH:41][CH:40]=2)=[O:15])[CH:3]=1 |f:1.2|. Procedure details: In a 20 mL scintillation vial, 4-amino-5-cyano-6-ethoxy-pyridine-2-carboxylic acid (19 mg, 0.09 mmol) was dissolved in DMA (0.7 mL). Then TBTU (30 mg, 0.09 mmol) dissolved in DMA (0.7 mL) was added, followed by the addition of benzylamine (11 mg, 0.11 mmol, 1.2 eq.) in DMA (0.6 mL). Then TEA (9.37 mg, 0.09 mmol) dissolved in DMA (0.7 mL) was added. The reaction mixture was shaken at room temperature for 24 hours. The crude mixture was purified using reverse phase HPLC (TFA). 1H NMR (500 MHz, DMS...